Dataset: the Open Reaction Database (ORD), a public repository of structured organic reaction records. Task: describe an organic reaction: reactants, conditions, products, and yield Reactants: [CH3], CO, CCOC(=O)C(=O)NC1CC(C)(C)NC(C)(C)C1, NN, O. Yields the product CC1(C)CC(NC(=O)C(=O)NN)CC(C)(C)N1. Reaction SMILES: [CH3:1].[CH3:23][OH:24].[CH3:2][C:3]1([CH3:19])[NH:4][C:5]([CH3:17])([CH3:18])[CH2:6][CH:7]([NH:9][C:10]([C:11](=[O:12])[O:13][CH2:14][CH3:15])=[O:16])[CH2:8]1.[NH2:21][NH2:22].[OH2:20]>>[CH3:2][C:3]1([CH3:19])[NH:4][C:5]([CH3:17])([CH3:18])[CH2:6][CH:7]([NH:9][C:10]([C:11](=[O:12])[NH:21][NH2:22])=[O:16])[CH2:8]1. Starting materials: NC1=NC=2CCC3=C(C2C(N1)=O)C=C(C(=C3)Br)S(=O)(=O)N(CC)CC (3-Amino-8-bromo-N,N-diethyl-5,6-dihydrobenzo[f]quinazolin-1(2H)-one-9-sulfonamide). The reagents and catalysts are [Pd] (Palladium on carbon). Solvent: CO (Methanol), CO (methanol). Reaction conditions: time 3 hour. Product: NC1=NC=2C=CC3=C(C2C(N1)=O)C=C(C=C3)S(=O)(=O)N(CC)CC (3-Amino-N,N,-diethyl-1,2-dihydro-1-oxobenzo[f]quinazoline-9-sulfonamide). Reaction SMILES: [NH2:1][C:2]1[NH:11][C:10](=[O:12])[C:9]2[C:8]3[CH:13]=[C:14]([S:18]([N:21]([CH2:24][CH3:25])[CH2:22][CH3:23])(=[O:20])=[O:19])[C:15](Br)=[CH:16][C:7]=3[CH2:6][CH2:5][C:4]=2[N:3]=1>CO.[Pd]>[NH2:1][C:2]1[NH:11][C:10](=[O:12])[C:9]2[C:8]3[CH:13]=[C:14]([S:18]([N:21]([CH2:24][CH3:25])[CH2:22][CH3:23])(=[O:19])=[O:20])[CH:15]=[CH:16][C:7]=3[CH:6]=[CH:5][C:4]=2[N:3]=1. Procedure details: 3-Amino-8-bromo-N,N-diethyl-5,6-dihydrobenzo[f]quinazolin-1(2H)-one-9-sulfonamide (0.43 g,1 mmole) was suspended in methanol(200 ml). 10% Palladium on carbon(0.60 g) was added to the suspension and the mixture was shaken under a hydrogen atmosphere at 23 psi for 3 hours. Methanol (750 ml) was added, and the mixture refluxed until the solid dissolved. The hot solution was filtered through celite. The celite and catalyst were washed by heating under reflux in methanol (500 ml) and the suspension f... Reactants: COCCNCC1=CC=C(C=C1)OC (2-methoxy-N-(4-methoxybenzyl)ethanamine), 1F, ClC=1C=C(C=2N(N1)C(=CN2)C#N)N(CC2=CC=C(C=C2)OC)C2CC2 (6-chloro-8-(cyclopropyl(4-methoxybenzyl)amino) imidazo[1,2-b]pyridazine-3-carbonitrile). The product is ClC=1C=C(C=2N(N1)C(=CN2)C#N)N(CCOC)CC2=CC=C(C=C2)OC (6-chloro-8-((4-methoxybenzyl)(2-methoxyethyl)amino)imidazo[1,2-b]pyridazine-3-carbonitrile). As a reaction SMILES: [CH3:1][O:2][CH2:3][CH2:4][NH:5][CH2:6][C:7]1[CH:12]=[CH:11][C:10]([O:13][CH3:14])=[CH:9][CH:8]=1.[Cl:15][C:16]1[CH:17]=[C:18](N(C2CC2)CC2C=CC(OC)=CC=2)[C:19]2[N:20]([C:22]([C:25]#[N:26])=[CH:23][N:24]=2)[N:21]=1>>[Cl:15][C:16]1[CH:17]=[C:18]([N:5]([CH2:6][C:7]2[CH:8]=[CH:9][C:10]([O:13][CH3:14])=[CH:11][CH:12]=2)[CH2:4][CH2:3][O:2][CH3:1])[C:19]2[N:20]([C:22]([C:25]#[N:26])=[CH:23][N:24]=2)[N:21]=1. Procedure details: 15A was prepared from 2-methoxy-N-(4-methoxybenzyl)ethanamine and 1F following the procedure employed in the preparation of 1G. HPLC: Rt=3.20 min. (CHROMOLITH® column 4.6×50 mm eluting with 10-90% aqueous methanol over 4 min. containing 0.1% TFA, 4 mL/min., monitoring at 220 nm). MS (ES): m/z=372.1 [M+H]+. Starting materials: CC(C)CN(C)c1cc2c(cc1C(F)(F)F)NC(=O)CC(c1cccc(-c3cccc(S(=O)(=O)NC(C)(C)C)c3)c1)=N2, O=C(O)C(F)(F)F. Yields the product CC(C)CN(C)c1cc2c(cc1C(F)(F)F)NC(=O)CC(c1cccc(-c3cccc(S(N)(=O)=O)c3)c1)=N2. RXN SMILES: [C:1]([CH3:2])([CH3:3])([CH3:4])[NH:5][S:6](=[O:7])(=[O:8])[c:9]1[cH:10][c:11](-[c:15]2[cH:16][c:17]([C:21]3=[N:27][c:26]4[c:25]([cH:31][c:30]([C:32]([F:33])([F:34])[F:35])[c:29]([N:36]([CH3:37])[CH2:38][CH:39]([CH3:40])[CH3:41])[cH:28]4)[NH:24][C:23](=[O:42])[CH2:22]3)[cH:18][cH:19][cH:20]2)[cH:12][cH:13][cH:14]1.[F:43][C:44]([F:45])([F:46])[C:47]([OH:48])=[O:49]>>[NH2:5][S:6](=[O:7])(=[O:8])[c:9]1[cH:10][c:11](-[c:15]2[cH:16][c:17]([C:21]3=[N:27][c:26]4[c:25]([cH:31][c:30]([C:32]([F:33])([F:34])[F:35])[c:29]([N:36]([CH3:37])[CH2:38][CH:39]([CH3:40])[CH3:41])[cH:28]4)[NH:24][C:23](=[O:42])[CH2:22]3)[cH:18][cH:19][cH:20]2)[cH:12][cH:13][cH:14]1. Starting materials: C(C)C1(OCCO1)C(C(=O)NO)F (2-(2-ethyl-[1,3]dioxolan-2-yl)-2-fluoro-N-hydroxyacetamide), OS(=O)(=O)O (H2SO4). Run at time 2 hour. The product is C(C)C1=C(C(=NO1)O)F (5-Ethyl-4-fluoroisoxazol-3-ol). Isolated yield 82.1%. As a reaction SMILES: [CH2:1]([C:3]1([CH:8]([F:13])[C:9]([NH:11][OH:12])=[O:10])OCCO1)[CH3:2].OS(O)(=O)=O>>[CH2:1]([C:3]1[O:12][N:11]=[C:9]([OH:10])[C:8]=1[F:13])[CH3:2]. Reported procedure: A sol. of 2-(2-ethyl-[1,3]dioxolan-2-yl)-2-fluoro-N-hydroxyacetamide (502 mg, 2.60 mmol) in cone. H2SO4 (1.2 mL) was stirred for 2 h at rt, then for 2 h at 50° C. The mixture was poured onto ice, and this mixture was extracted with EtOAc. The combined org. extracts were dried over MgSO4, filtered, and the solvents were removed under reduced pressure. Drying the residue under high vacuum yielded the title compound (280 mg, 82%). LC-MS: tR=0.66, ES+: not visible. The reactants are OC=1C=C(C=CC1O)C[C@@H](C(=O)OC[C@@H](C)OC(=O)C1=CC=CC=C1)NC(=O)OC(C)(C)C ((2R)-2-phenylcarbonyloxypropyl(2S)-3-(3,4-dihydroxyphenyl)-2-[(tert-butoxy)carbonylamino]propanoate), C(C)#N (Acetonitrile). The solvent is O (Water). Conditions: temperature 40 celsius, time 2 hour. Product: N[C@H](C(=O)OC[C@@H](C)OC(=O)C1=CC=CC=C1)CC1=CC(=C(C=C1)O)O ((2R)-2-phenylcarbonyloxypropyl(2S)-2-amino-3-(3,4-dihydroxyphenyl)propanoate). As a reaction SMILES: [OH:1][C:2]1[CH:3]=[C:4]([CH2:9][C@H:10]([NH:26]C(OC(C)(C)C)=O)[C:11]([O:13][CH2:14][C@H:15]([O:17][C:18]([C:20]2[CH:25]=[CH:24][CH:23]=[CH:22][CH:21]=2)=[O:19])[CH3:16])=[O:12])[CH:5]=[CH:6][C:7]=1[OH:8].C(#N)C>O>[NH2:26][C@@H:10]([CH2:9][C:4]1[CH:5]=[CH:6][C:7]([OH:8])=[C:2]([OH:1])[CH:3]=1)[C:11]([O:13][CH2:14][C@H:15]([O:17][C:18]([C:20]1[CH:25]=[CH:24][CH:23]=[CH:22][CH:21]=1)=[O:19])[CH3:16])=[O:12]. Reported procedure: The solution of (2R)-2-phenylcarbonyloxypropyl(2S)-3-(3,4-dihydroxyphenyl)-2-[(tert-butoxy)carbonylamino]propanoate 6 from Step 3 was added to a 570 L glass-lined reactor and rinsed with methyl tert-butyl ether (MTBE) (312.4 kg, 13.9 kg). The contents were concentrated under vacuum at a maximum W/G temperature of 40° C. until distillation stopped. Acetonitrile (CH3CN) (116 kg, 3.0 parts) was charged to the reactor and the vacuum distillation repeated until distillation ended. Additional acetonit... RXN SMILES: Cl[C:2]1[N:11]=[C:10](Cl)[C:9]2[C:4](=[CH:5][CH:6]=[C:7]([CH3:13])[CH:8]=2)[N:3]=1.[F:14][CH:15]([CH2:18][NH2:19])[CH2:16][NH2:17].[S:20]1(=[O:32])(=[O:31])[C:26]2[CH:27]=[CH:28][CH:29]=[CH:30][C:25]=2[CH2:24][NH:23][CH2:22][CH2:21]1>>[O:32]=[S:20]1(=[O:31])[C:26]2[CH:27]=[CH:28][CH:29]=[CH:30][C:25]=2[CH2:24][N:23]([C:2]2[N:11]=[C:10]([NH:17][CH2:16][CH:15]([F:14])[CH2:18][NH2:19])[C:9]3[C:4](=[CH:5][CH:6]=[C:7]([CH3:13])[CH:8]=3)[N:3]=2)[CH2:22][CH2:21]1. Reactants: ClC1=NC2=CC=C(C=C2C(=N1)Cl)C (2,4-dichloro-6-methylquinazoline), FC(CN)CN (2-fluoropropane-1,3-diamine), S1(CCNCC2=C1C=CC=C2)(=O)=O (2,3,4,5-tetrahydro-1,4-benzothiazepine 1,1-dioxide). Yields the product O=S1(CCN(CC2=C1C=CC=C2)C2=NC1=CC=C(C=C1C(=N2)NCC(CN)F)C)=O (N-[2-(1,1-Dioxido-2,3-dihydro-1,4-benzothiazepin-4(5H)-yl)-6-methylquinazolin-4-yl]-2-fluoropropane-1,3-diamine). Reported procedure: The title compound was prepared in analogy to Example 56-1 in Scheme 23 by using 2,4-dichloro-6-methylquinazoline, 2-fluoropropane-1,3-diamine and 2,3,4,5-tetrahydro-1,4-benzothiazepine 1,1-dioxide. MS obsd. (ESI+) [(M+H)+] 430, 1H NMR (400 MHz, CD3OD) δ ppm 8.06-8.04 (d, J=7.6 Hz, 1 H), 7.93 (s, 1 H), 7.81-7.79 (d, J=7.6 Hz, 1 H), 7.69-7.65 (t, J=8 Hz, 2 H), 7.60-7.53 (m, 2 H), 5.32 (s, 2 H), 5.17-5.03 (d, J=28 Hz, 1 H), 4.52 (s, 2 H), 4.20-3.92 (m, 2 H), 3.67 (s, 2 H), 3.47-3.36 (m, 2 H), 2.44...